describe an organic reaction: reactants, conditions, products, and yield From a dataset of the Open Reaction Database (ORD), a public repository of structured organic reaction records. Starting materials: C(C)(=O)C1=C2CCN3C(C2=CC=C1)=CC(=NCC3=O)N3C=NC(=C3)CC (9-acetyl-2-(4-ethyl-1H-imidazol-1-yl)-7,8-dihydro-[1,4]diazepino[7,1-a]isoquinolin-5(4H)-one), [BH3-]C#N.[Na+] (NaBH3CN). Run in C(Cl)Cl (DCM), CO (MeOH). Conditions: time 10 minute. Yields the product C(C)C=1N=CN(C1)C1=NCC(N2C(C3=CC=CC(=C3CC2)C(C)O)=C1)=O (rac-2-(4-ethyl-1H-imidazol-1-yl)-9-(1-hydroxyethyl)-7,8-dihydro-[1,4]diazepino[7,1-a]isoquinolin-5(4H)-one). Yield: 4.8%. RXN SMILES: [C:1]([C:4]1[CH:13]=[CH:12][CH:11]=[C:10]2[C:5]=1[CH2:6][CH2:7][N:8]1[C:18](=[O:19])[CH2:17][N:16]=[C:15]([N:20]3[CH:24]=[C:23]([CH2:25][CH3:26])[N:22]=[CH:21]3)[CH:14]=[C:9]12)(=[O:3])[CH3:2].[BH3-]C#N.[Na+]>CO.C(Cl)Cl>[CH2:25]([C:23]1[N:22]=[CH:21][N:20]([C:15]2[CH:14]=[C:9]3[C:10]4[C:5]([CH2:6][CH2:7][N:8]3[C:18](=[O:19])[CH2:17][N:16]=2)=[C:4]([CH:1]([OH:3])[CH3:2])[CH:13]=[CH:12][CH:11]=4)[CH:24]=1)[CH3:26] |f:1.2|. Procedure details: Example 115. A solution of 9-acetyl-2-(4-ethyl-1H-imidazol-1-yl)-7,8-dihydro-[1,4]diazepino[7,1-a]isoquinolin-5(4H)-one (210 mg, 0.36 mmol) in MeOH (20 mL) was treated with NaBH3CN (23 mg, 0.36 mmol) and the mixture was stirred at RT for 10 min. The mixture was then concentrated in vacuo and the residue obtained was taken up in DCM and washed with H2O. The org layer was then dried over Na2SO4, filtered and concentrated in vacuo. Purification by flash chromatography (SiO2, heptane to AcOEt to AcO... The reactants are CO, FCCCCCCCCC=CCCOC1CCCCO1. Product: OCCC=CCCCCCCCCF. RXN SMILES: [CH3:21][OH:22].[O:1]1[CH2:2][CH2:3][CH2:4][CH2:5][CH:6]1[O:7][CH2:8][CH2:9][CH:10]=[CH:11][CH2:12][CH2:13][CH2:14][CH2:15][CH2:16][CH2:17][CH2:18][CH2:19][F:20]>>[OH:7][CH2:8][CH2:9][CH:10]=[CH:11][CH2:12][CH2:13][CH2:14][CH2:15][CH2:16][CH2:17][CH2:18][CH2:19][F:20]. RXN SMILES: Cl[C:2]1[CH:3]=[CH:4][C:5]2[N:6]([C:8]([C@H:11]([C:13]3[C:14]([F:24])=[C:15]4[C:20](=[CH:21][C:22]=3[F:23])[N:19]=[CH:18][CH:17]=[CH:16]4)[CH3:12])=[CH:9][N:10]=2)[N:7]=1.[N:25]1([C:31]([NH2:33])=[O:32])[CH2:30][CH2:29][NH:28][CH2:27][CH2:26]1>>[F:24][C:14]1[C:13]([C@@H:11]([C:8]2[N:6]3[N:7]=[C:2]([N:28]4[CH2:29][CH2:30][N:25]([C:31]([NH2:33])=[O:32])[CH2:26][CH2:27]4)[CH:3]=[CH:4][C:5]3=[N:10][CH:9]=2)[CH3:12])=[C:22]([F:23])[CH:21]=[C:20]2[C:15]=1[CH:16]=[CH:17][CH:18]=[N:19]2. Yields the product FC1=C2C=CC=NC2=CC(=C1[C@H](C)C1=CN=C2N1N=C(C=C2)N2CCN(CC2)C(=O)N)F (4-{3-[(S)-1-(5,7-Difluoro-quinolin-6-yl)-ethyl]-imidazo[1,2-b]pyridazin-6-yl}-piperazine-1-carboxylic acid amide). Reactants: ClC=1C=CC=2N(N1)C(=CN2)[C@@H](C)C=2C(=C1C=CC=NC1=CC2F)F (6-[(S)-1-(6-chloro-imidazo[1,2-b]pyridazin-3-yl)-ethyl]-5,7-difluoro-quinoline), ClC=1C=CC=2N(N1)C(=CN2)[C@@H](C)C=2C(=C1C=CC=NC1=CC2F)F (6-[(S)-1-(6-chloro-imidazo[1,2-b]pyridazin-3-yl)-ethyl]-5,7-difluoro-quinoline), N1(CCNCC1)C(=O)N (piperazine-1-carboxamide). Procedure details: The title compound was prepared in analogy to Example 3 using 6-[(S)-1-(6-chloro-imidazo[1,2-b]pyridazin-3-yl)-ethyl]-5,7-difluoro-quinoline (Intermediate B) and piperazine-1-carboxamide instead of piperazin-2-one (tR 3.17 min (conditions 1), MH+=438, 1H-NMR in DMSO-d6: 8.95 (d, 1H); 8.46 (d, 1H); 7.80 (d, 1H); 7.65 (d, 1H); 7.61 (s, 1H); 7.60 (m, 1H); 7.08 (d, 1H); 6.07 (s, 2H); 4.98 (m, 1H); 3.15-3.40 (m, 8H); 1.88 (d, 3H)). Starting materials: CC(=O)O, CC(=O)O, CC(=O)O, CC(=O)O, NCCN, COc1cc(S(C)=O)ccc1-c1nc2ncccc2[nH]1, [Fe+2], O=P([O-])([O-])[O-], OO, O=S(=O)([O-])[O-]. The product is COc1cc(S(C)=O)ccc1-c1nc2ncc(O)cc2[nH]1. Reaction SMILES: [C:21]([OH:22])(=[O:23])[CH3:24].[C:25]([OH:26])(=[O:27])[CH3:28].[C:29]([OH:30])(=[O:31])[CH3:32].[C:33]([OH:34])(=[O:35])[CH3:36].[CH2:37]([NH2:38])[CH2:39][NH2:40].[CH3:1][O:2][c:3]1[c:4](-[c:12]2[nH:13][c:14]3[c:15]([n:16][cH:17][cH:18][cH:19]3)[n:20]2)[cH:5][cH:6][c:7]([S:9](=[O:10])[CH3:11])[cH:8]1.[Fe+2:53].[O-:41][P:42](=[O:43])([O-:44])[O-:45].[OH:46][OH:47].[S:48]([O-:49])([O-:50])(=[O:51])=[O:52]>>[CH3:1][O:2][c:3]1[c:4](-[c:12]2[nH:13][c:14]3[c:15]([n:16][cH:17][c:18]([OH:23])[cH:19]3)[n:20]2)[cH:5][cH:6][c:7]([S:9](=[O:10])[CH3:11])[cH:8]1. The reactants are Cl.S1C=C(C=C1)C(OC1CCN(CC1)CCCOC1=C(C=CC=C1)[N+](=O)[O-])C1=CSC=C1 (4-di(3-thienyl)methoxy-1-[3-(2-nitrophenoxy)propyl]piperidine hydrochloride), C([O-])([O-])=O.[Na+].[Na+] (sodium carbonate). Yields the product S1C=C(C=C1)C(OC1CCN(CC1)CCCOC1=C(C=CC=C1)[N+](=O)[O-])C1=CSC=C1 (4-di(3-thienyl)methoxy-1-[3-(2-nitrophenoxy)propyl]piperidine). As a reaction SMILES: Cl.[S:2]1[CH:6]=[CH:5][C:4]([CH:7]([C:28]2[CH:32]=[CH:31][S:30][CH:29]=2)[O:8][CH:9]2[CH2:14][CH2:13][N:12]([CH2:15][CH2:16][CH2:17][O:18][C:19]3[CH:24]=[CH:23][CH:22]=[CH:21][C:20]=3[N+:25]([O-:27])=[O:26])[CH2:11][CH2:10]2)=[CH:3]1.C(=O)([O-])[O-].[Na+].[Na+]>>[S:2]1[CH:6]=[CH:5][C:4]([CH:7]([C:28]2[CH:32]=[CH:31][S:30][CH:29]=2)[O:8][CH:9]2[CH2:10][CH2:11][N:12]([CH2:15][CH2:16][CH2:17][O:18][C:19]3[CH:24]=[CH:23][CH:22]=[CH:21][C:20]=3[N+:25]([O-:27])=[O:26])[CH2:13][CH2:14]2)=[CH:3]1 |f:0.1,2.3.4|. Procedure: The obtained hydrochloride was treated with 5% aqueous sodium carbonate to give oily 4-di(3-thienyl)methoxy-1-[3-(2-nitrophenoxy)propyl]piperidine.